Task: describe an organic reaction: reactants, conditions, products, and yield. Dataset: the Open Reaction Database (ORD), a public repository of structured organic reaction records Starting materials: BrCCCCCCCCOC1=CC=C(C=C1)[N+](=O)[O-] (1-(8-bromooctyloxy)-4-nitrobenzene), C(C)O (ethanol), [H][H] (hydrogen). The reagents and catalysts are [Pd] (Pd/C). Solvent: C(Cl)Cl (CH2Cl2). Yields the product BrCCCCCCCCOC1=CC=C(N)C=C1 (4-(8-Bromooctyloxy)aniline). As a reaction SMILES: [Br:1][CH2:2][CH2:3][CH2:4][CH2:5][CH2:6][CH2:7][CH2:8][CH2:9][O:10][C:11]1[CH:16]=[CH:15][C:14]([N+:17]([O-])=O)=[CH:13][CH:12]=1.C(O)C.[H][H]>C(Cl)Cl.[Pd]>[Br:1][CH2:2][CH2:3][CH2:4][CH2:5][CH2:6][CH2:7][CH2:8][CH2:9][O:10][C:11]1[CH:16]=[CH:15][C:14]([NH2:17])=[CH:13][CH:12]=1. Procedure: Into a glass hydrogenation vessel were added 1-(8-bromooctyloxy)-4-nitrobenzene (5.00 g, 15.1 mmol) and absolute ethanol (50 mL). Carefully, 10% Pd/C (0.5 g) was added, the vessel was charged with hydrogen (40 psi), and the mixture was shaken on a Pan hydrogenation apparatus. After 3 h the mixture was diluted with CH2Cl2 (25 mL), filtered through a Celite pad, and volatiles removed in vacuo to give 4.20 g (14.0 mmol, 93%), of as a pale pink solid, mp 61-63° C. This material was used without puri...